Dataset: the Open Reaction Database (ORD), a public repository of structured organic reaction records. Task: describe an organic reaction: reactants, conditions, products, and yield Starting materials: NC=1C=CC2=C(CCC(CC2)O)C1 (2-Amino-6,7,8,9-tetrahydro-5H-benzocyclohepten-7-ol), ClC1=NC=C(C(=N1)N[C@H]1[C@H]([C@@H]2C=C[C@H]1C2)C(=O)N)Cl ((1S,2S,3R,4R)-3-(2,5-Dichloro-pyrimidin-4-ylamino)-bicyclo[2.2.1]hept-5-ene-2-carboxylic acid amide), alcohol, alcohol, amines, NC=1C=CC2=C(CCC(CC2)O)C1 (2-Amino-6,7,8,9-tetrahydro-5H-benzocyclohepten-7-ol), ClC1=NC=C(C(=N1)NC1=C(C=CC=C1)C=1N(C=CN1)C)Cl ((2,5-Dichloro-pyrimidin-4-yl)-[2-(1-methyl-1H-imidazol-2-yl)-phenyl]-amine), [N+](=O)([O-])C=1C=CC2=C(CCC(CC2)=O)C1 (2-Nitro-5,6,8,9-tetrahydro-benzocyclohepten-7-one). Product: amino, ClC=1C(=NC(=NC1)NC=1C=CC2=C(CCC(CC2)O)C1)N[C@H]1[C@H]([C@@H]2C=C[C@H]1C2)C(=O)N ((1S,2S,3R,4R)-3-[5-Chloro-2-(7-hydroxy-6,7,8,9-tetrahydro-5H-benzocyclohepten-2-ylamino)-pyrimidin-4-ylamino]-bicyclo[2.2.1]hept-5-ene-2-carboxylic acid amide). RXN SMILES: [NH2:1][C:2]1[CH:3]=[CH:4][C:5]2[CH2:11][CH2:10][CH:9]([OH:12])[CH2:8][CH2:7][C:6]=2[CH:13]=1.ClC1N=C(NC2C=CC=CC=2C2N(C)C=CN=2)C(Cl)=CN=1.Cl[C:36]1[N:41]=[C:40]([NH:42][C@@H:43]2[C@@H:48]3[CH2:49][C@@H:45]([CH:46]=[CH:47]3)[C@@H:44]2[C:50]([NH2:52])=[O:51])[C:39]([Cl:53])=[CH:38][N:37]=1.[N+](C1C=CC2CCC(=O)CCC=2C=1)([O-])=O>>[Cl:53][C:39]1[C:40]([NH:42][C@@H:43]2[C@@H:48]3[CH2:49][C@@H:45]([CH:46]=[CH:47]3)[C@@H:44]2[C:50]([NH2:52])=[O:51])=[N:41][C:36]([NH:1][C:2]2[CH:3]=[CH:4][C:5]3[CH2:11][CH2:10][CH:9]([OH:12])[CH2:8][CH2:7][C:6]=3[CH:13]=2)=[N:37][CH:38]=1. Reported procedure: Prepared analogously to Example 216d replacing 3-Ethyl-2,3,4,5-tetrahydro-1H-benzo[d]azepin-7-ylamine with 2-Amino-6,7,8,9-tetrahydro-5H-benzocyclohepten-7-ol and (2,5-Dichloro-pyrimidin-4-yl)-[2-(1-methyl-1H-imidazol-2-yl)-phenyl]-amine was replaced with (1S,2S,3R,4R)-3-(2,5-Dichloro-pyrimidin-4-ylamino)-bicyclo[2.2.1]hept-5-ene-2-carboxylic acid amide. 2-Amino-6,7,8,9-tetrahydro-5H-benzocyclohepten-7-ol is a byproduct from the reductive amination of 2-Nitro-5,6,8,9-tetrahydro-benzocyclohepten-... Starting materials: C=O (paraformaldehyde), ClC1=C(C=CC=C1)C(C1=C(C=CC(=C1)Cl)N1C(=NN=C1)C)=O (2',5-dichloro-2-(3-methyl-4H-1,2,4-triazol-4 -yl)benzophenone). The solvent is C=1(C(=CC=CC1)C)C (xylene). Product: ClC1=C(C=CC=C1)C(C1=C(C=CC(=C1)Cl)N1C(=NN=C1C)CO)=O (2',5-dichloro-2-[3-(hydroxymethyl)-5-methyl-4H-1,2,4-triazol-4-yl] benzophenone). As a reaction SMILES: [Cl:1][C:2]1[CH:7]=[CH:6][CH:5]=[CH:4][C:3]=1[C:8](=[O:22])[C:9]1[CH:14]=[C:13]([Cl:15])[CH:12]=[CH:11][C:10]=1[N:16]1[CH:20]=[N:19][N:18]=[C:17]1[CH3:21].[CH2:23]=[O:24]>C1(C)C(C)=CC=CC=1>[Cl:1][C:2]1[CH:7]=[CH:6][CH:5]=[CH:4][C:3]=1[C:8](=[O:22])[C:9]1[CH:14]=[C:13]([Cl:15])[CH:12]=[CH:11][C:10]=1[N:16]1[C:17]([CH3:21])=[N:18][N:19]=[C:20]1[CH2:23][OH:24]. Reported procedure: In the manner given in Preparation 7, 2',5-dichloro-2-(3-methyl-4H-1,2,4-triazol-4 -yl)benzophenone was treated at 125° C. in xylene with paraformaldehyde to give 2',5-dichloro-2-[3-(hydroxymethyl)-5-methyl-4H-1,2,4-triazol-4-yl] benzophenone of melting point 193.5°-195° C. The reactants are ClCCN(CCCl)c1ccc2c(c1)CCCO2, COc1ccc2[nH]cc(CCN)c2c1. The product is COc1ccc2[nH]cc(CCN3CCN(c4ccc5c(c4)CCCO5)CC3)c2c1. Reaction SMILES: [Cl:15][CH2:16][CH2:17][N:18]([CH2:19][CH2:20][Cl:21])[c:22]1[cH:23][c:24]2[c:29]([cH:30][cH:31]1)[O:28][CH2:27][CH2:26][CH2:25]2.[NH2:1][CH2:2][CH2:3][c:4]1[cH:5][nH:6][c:7]2[cH:8][cH:9][c:10]([O:13][CH3:14])[cH:11][c:12]12>>[N:1]1([CH2:2][CH2:3][c:4]2[cH:5][nH:6][c:7]3[cH:8][cH:9][c:10]([O:13][CH3:14])[cH:11][c:12]23)[CH2:16][CH2:17][N:18]([c:22]2[cH:23][c:24]3[c:29]([cH:30][cH:31]2)[O:28][CH2:27][CH2:26][CH2:25]3)[CH2:19][CH2:20]1. The reactants are Cl (HCl), CC1C(CC(C(N1CC(F)(F)F)=O)CC=CC=1C=C2C(=NC1)C[C@@]1(C(N(C3=NC=CC=C31)COCC[Si](C)(C)C)=O)C2)C2=C(C(=CC(=C2)F)F)F ((3′S)-3-(3-(6-methyl-2-oxo-1-(2,2,2-trifluoroethyl)-5-(2,3,5-trifluorophenyl)piperidin-3-yl)prop-1-en-1-yl)-1′-((2-(trimethylsilyl)ethoxy)methyl)-5,7-dihydrospiro[cyclopenta[b]pyridine-6,3′-pyrrolo[2,3-b]pyridin]-2′(1′H)-one), crude mixture, [OH-].[NH4+] (ammonium hydroxide). The solvent is CO (MeOH), CO (MeOH). Run at temperature 0 celsius, time 1 hour. Yields the product CC1C(C[C@@H](C(N1CC(F)(F)F)=O)CC=CC=1C=C2C(=NC1)CC1(C(NC3=NC=CC=C31)=O)C2)C2=C(C(=CC(=C2)F)F)F ((3S)-3-(3-(6-Methyl-2-oxo-1-(2,2,2-trifluoroethyl)-5-(2,3,5-trifluorophenyl)piperidin-3-yl)prop-1-en-1-yl)-5,7-dihydrospiro[cyclopenta[b]pyridine-6,3′-pyrrolo[2,3-b]pyridin]-2′(1′H)-one). RXN SMILES: Cl.[CH3:2][CH:3]1[N:8]([CH2:9][C:10]([F:13])([F:12])[F:11])[C:7](=[O:14])[CH:6]([CH2:15][CH:16]=[CH:17][C:18]2[CH:19]=[C:20]3[CH2:43][C@@:25]4([C:33]5[C:28](=[N:29][CH:30]=[CH:31][CH:32]=5)[N:27](COCC[Si](C)(C)C)[C:26]4=[O:42])[CH2:24][C:21]3=[N:22][CH:23]=2)[CH2:5][CH:4]1[C:44]1[CH:49]=[C:48]([F:50])[CH:47]=[C:46]([F:51])[C:45]=1[F:52].[OH-].[NH4+]>CO>[CH3:2][CH:3]1[N:8]([CH2:9][C:10]([F:12])([F:11])[F:13])[C:7](=[O:14])[C@@H:6]([CH2:15][CH:16]=[CH:17][C:18]2[CH:19]=[C:20]3[CH2:43][C:25]4([C:33]5[C:28](=[N:29][CH:30]=[CH:31][CH:32]=5)[NH:27][C:26]4=[O:42])[CH2:24][C:21]3=[N:22][CH:23]=2)[CH2:5][CH:4]1[C:44]1[CH:49]=[C:48]([F:50])[CH:47]=[C:46]([F:51])[C:45]=1[F:52] |f:2.3|. Reported procedure: HCl gas was bubbled into a solution of (3′S)-3-(3-(6-methyl-2-oxo-1-(2,2,2-trifluoroethyl)-5-(2,3,5-trifluorophenyl)piperidin-3-yl)prop-1-en-1-yl)-1′-((2-(trimethylsilyl)ethoxy)methyl)-5,7-dihydrospiro[cyclopenta[b]pyridine-6,3′-pyrrolo[2,3-b]pyridin]-2′(1′H)-one (0.091 g, 0.125 mmol) in MeOH (5 mL) cooled to 0° C. until saturated. The resulting mixture was stirred at 0° C. for 1 h and then concentrated to dryness in vacuo. To a solution of this crude mixture in MeOH (5 mL) was added ammonium hy... The reactants are C(C1=CC=CC=C1)(C1=CC=CC=C1)N1CC(C1)(C(=O)O)O (1-benzhydryl-3-hydroxyazetidine-3-carboxylic acid), Cl (hydrochloric acid). The reagents and catalysts are [Pd] (palladium-charcoal). Solvent: O1CCOCC1 (dioxane). The product is Cl.OC1(CNC1)C(=O)O (3-hydroxyazetidine-3-carboxylic acid hydrochloride). The yield is 82.0%. RXN SMILES: C([N:14]1[CH2:17][C:16]([OH:21])([C:18]([OH:20])=[O:19])[CH2:15]1)(C1C=CC=CC=1)C1C=CC=CC=1.[ClH:22]>O1CCOCC1.[Pd]>[ClH:22].[OH:21][C:16]1([C:18]([OH:20])=[O:19])[CH2:17][NH:14][CH2:15]1 |f:4.5|. Procedure details: To a solution of 2.383 g (8.4 mmoles) of crude 1-benzhydryl-3-hydroxyazetidine-3-carboxylic acid in 64 ml of 50% aqueous dioxane is added 2.1 ml of concentrated hydrochloric acid, and the mixture is catalytically hydrogenated for 32 hours in the presence of 924 mg of 10% palladium-charcoal under hydrogen pressure of 5 kg/cm2. The catalyst is filtered off and washed with an aqueous dioxane. The combined filtrate and washings are evaporated under reduced pressure during which the precipitating oil...